Dataset: the Open Reaction Database (ORD), a public repository of structured organic reaction records. Task: describe an organic reaction: reactants, conditions, products, and yield The product is CC1C(CO)C=CCC1(C)C. The reactants are CCO, CC1=C(CO)C=CCC1(C)C. Reaction SMILES: [CH3:12][CH2:13][OH:14].[OH:1][CH2:2][C:3]1=[C:4]([CH3:11])[C:5]([CH3:9])([CH3:10])[CH2:6][CH:7]=[CH:8]1>>[OH:1][CH2:2][CH:3]1[CH:4]([CH3:11])[C:5]([CH3:9])([CH3:10])[CH2:6][CH:7]=[CH:8]1. The reactants are BrC1=C2C=CN(C2=CC=C1)C (4-Bromo-1-methyl-1H-indole), FC(C(=O)OC(C(F)(F)F)=O)(F)F (trifluoroacetic anhydride). Run in O1CCCC1 (tetrahydrofuran), O1CCCC1 (tetrahydrofuran). Yields the product BrC1=C2C(=CN(C2=CC=C1)C)C(=O)O (4-Bromo-1-methyl-1H-indole-3-carboxylic acid). RXN SMILES: [Br:1][C:2]1[CH:10]=[CH:9][CH:8]=[C:7]2[C:3]=1[CH:4]=[CH:5][N:6]2[CH3:11].FC(F)(F)[C:14]([O:16]C(=O)C(F)(F)F)=[O:15]>O1CCCC1>[Br:1][C:2]1[CH:10]=[CH:9][CH:8]=[C:7]2[C:3]=1[C:4]([C:14]([OH:16])=[O:15])=[CH:5][N:6]2[CH3:11]. Reported procedure: A solution of 4-bromo-1-methyl-1H-indole (D16) (7.0 g) in tetrahydrofuran (50 ml) was treated with a solution of trifluoroacetic anhydride (5.65 ml) in tetrahydrofuran (20 ml) at 0° C. The reaction mixture was allowed to warm to room temperature over 6 h, whilst stirring. The reaction mixture was concentrated in vacuo and then re-suspended in ethanol (25 ml). The solution was treated with 5N sodium hydroxide solution (50 ml) and heated under reflux for 18 h. The reaction mixture was washed with ... Procedure: To a solution of 1.05 g (6.7×10-3 mol) of 4-(3-thienyl)-butanol in 25 ml of dry, freshly distilled pyridine was added 0.85 g (1.1 equiv.) of methane-sulfonyl chloride at 25° C. The addition was gradual and carried out over a-several minute period. The reaction mixture was stirred for 6 hr at room temperature and quenched by pouring into a separtory funnel containing water-HCl and ether. The layers were separated and the aqueous layer was extracted once with 10% hydrochloric acid, followed by ext... Reaction conditions: time 6 hour. Isolated yield 96.2%. The reactants are S1C=C(C=C1)CCCCO (4-(3-thienyl)-butanol), N1=CC=CC=C1 (pyridine), CS(=O)(=O)Cl (methane-sulfonyl chloride). Product: CS(=O)(=O)OCCCCC1=CSC=C1 (4-(3-Thienyl)-Butyl Methanesulfonate). As a reaction SMILES: [S:1]1[CH:5]=[CH:4][C:3]([CH2:6][CH2:7][CH2:8][CH2:9][OH:10])=[CH:2]1.N1C=CC=CC=1.[CH3:17][S:18](Cl)(=[O:20])=[O:19]>C(Cl)(Cl)Cl>[CH3:17][S:18]([O:10][CH2:9][CH2:8][CH2:7][CH2:6][C:3]1[CH:4]=[CH:5][S:1][CH:2]=1)(=[O:20])=[O:19]. The solvent is C(Cl)(Cl)Cl (CHCl3). Starting materials: CC(=O)c1cc(Br)ccc1O, CCO, [Na+], [Na+], O=CC1CCCOC1, O, O, O, O, O, O, O, O, O, OB1O[B-]2(O)OB(O)O[B-](O)(O1)O2. The product is O=C1CC(C2CCCOC2)Oc2ccc(Br)cc21. RXN SMILES: [Br:1][c:2]1[cH:3][cH:4][c:5]([OH:11])[c:6]([C:8]([CH3:9])=[O:10])[cH:7]1.[CH3:43][CH2:44][OH:45].[Na+:20].[Na+:21].[O:12]1[CH2:13][CH:14]([CH:18]=[O:19])[CH2:15][CH2:16][CH2:17]1.[OH2:22].[OH2:23].[OH2:24].[OH2:25].[OH2:26].[OH2:27].[OH2:28].[OH2:29].[OH2:46].[OH:30][B:31]1[O:32][B-:33]2([OH:42])[O:34][B-:35]([OH:40])([O:36][B:37]([OH:39])[O:38]2)[O:41]1>>[Br:1][c:2]1[cH:3][cH:4][c:5]2[c:6]([cH:7]1)[C:8](=[O:10])[CH2:9][CH:18]([CH:14]1[CH2:13][O:12][CH2:17][CH2:16][CH2:15]1)[O:11]2. Reactants: C1CCOC1, COc1ccc(S(=O)(=O)Cl)cc1, CCN(C(C)C)C(C)C, NN, O=C1c2ccccc2C(=O)N1OCC1CCCCO1. The product is COc1ccc(S(=O)(=O)NOCC2CCCCO2)cc1. RXN SMILES: [CH2:43]1[O:44][CH2:45][CH2:46][CH2:47]1.[CH3:22][O:23][c:24]1[cH:25][cH:26][c:27]([S:30](=[O:31])(=[O:32])[Cl:33])[cH:28][cH:29]1.[CH:34]([N:35]([CH:36]([CH3:37])[CH3:38])[CH2:39][CH3:40])([CH3:41])[CH3:42].[NH2:20][NH2:21].[O:1]1[CH:2]([CH2:7][O:8][N:9]2[C:10](=[O:11])[c:12]3[c:13]([cH:14][cH:15][cH:16][cH:17]3)[C:18]2=[O:19])[CH2:3][CH2:4][CH2:5][CH2:6]1>>[O:1]1[CH:2]([CH2:7][O:8][NH:9][S:30]([c:27]2[cH:26][cH:25][c:24]([O:23][CH3:22])[cH:29][cH:28]2)(=[O:31])=[O:32])[CH2:3][CH2:4][CH2:5][CH2:6]1. RXN SMILES: [CH3:19][c:20]1[c:21]([N:26]=[C:27]=[S:28])[cH:22][cH:23][cH:24][cH:25]1.[NH2:1][c:2]1[cH:3][c:4]([C:5](=[O:6])[NH:7][c:8]2[cH:9][cH:10][cH:11][cH:12][cH:13]2)[cH:14][cH:15][c:16]1[O:17][CH3:18]>>[NH:1]([c:2]1[cH:3][c:4]([C:5](=[O:6])[NH:7][c:8]2[cH:9][cH:10][cH:11][cH:12][cH:13]2)[cH:14][cH:15][c:16]1[O:17][CH3:18])[C:27]([NH:26][c:21]1[c:20]([CH3:19])[cH:25][cH:24][cH:23][cH:22]1)=[S:28]. The reactants are Cc1ccccc1N=C=S, COc1ccc(C(=O)Nc2ccccc2)cc1N. Product: COc1ccc(C(=O)Nc2ccccc2)cc1NC(=S)Nc1ccccc1C. The reactants are C(C)(=O)O (acetic acid), aqueous solution, [OH-].C[N+](C)(C)C (tetramethylammonium hydroxide), [I-].C(C)(=O)OCCC1=CC=C(C=C1)[S+]1C2=C(C3=C1C=CC=C3)C=CC=C2 (5-[4-(2-acetoxyethyl)phenyl]-dibenzothiophenium iodide). Reagents/catalysts: C(C)(=O)[O-].[Ag+] (silver acetate). Solvent: CO (methanol), C(Cl)(Cl)Cl (chloroform). Reaction conditions: time 2 hour. Product: C(C)(=O)[O-].OCCC1=CC=C(C=C1)[S+]1C2=C(C3=C1C=CC=C3)C=CC=C2 (5-[4-(2-hydroxyethyl)phenyl]dibenzo-thiophenium acetate). Yield: 154.8%. As a reaction SMILES: [I-].[C:2]([O:5][CH2:6][CH2:7][C:8]1[CH:13]=[CH:12][C:11]([S+:14]2[C:18]3[CH:19]=[CH:20][CH:21]=[CH:22][C:17]=3[C:16]3[CH:23]=[CH:24][CH:25]=[CH:26][C:15]2=3)=[CH:10][CH:9]=1)(=[O:4])[CH3:3].[OH-].C[N+](C)(C)C.C(O)(=O)C>CO.C(Cl)(Cl)Cl.C([O-])(=O)C.[Ag+]>[C:2]([O-:5])(=[O:4])[CH3:3].[OH:5][CH2:6][CH2:7][C:8]1[CH:9]=[CH:10][C:11]([S+:14]2[C:15]3[CH:26]=[CH:25][CH:24]=[CH:23][C:16]=3[C:17]3[CH:22]=[CH:21][CH:20]=[CH:19][C:18]2=3)=[CH:12][CH:13]=1 |f:0.1,2.3,7.8,9.10|. Reported procedure: While cooling with ice, 10.0 g of dibenzothiophene-S-oxide synthesized in the above step (1) is added to 30 g of diphosphorus pentoxide/methanesulfonic acid (9/1), and 10 ml of 2-phenylethyl acetate is further added thereto. The reaction solution is stirred at room temperature for 6 hours, and then poured into ice water. The obtained aqueous solution is filtered, and 23 g of potassium iodide is added. The crystals precipitated are recovered by filtration to obtain 11.1 g of 5-[4-(2-acetoxyethyl)...